From a dataset of the Open Reaction Database (ORD), a public repository of structured organic reaction records. describe an organic reaction: reactants, conditions, products, and yield The reactants are COC1=C(SC(=C1)SC)C(=O)O (3-methoxy-5-methylthio-2-thiophene carboxylic acid), NC1=NC=CC=C1N (2,3-diaminopyridine), NC1=NC=CC=C1N (2,3-diaminopyridine), aqueous solution, N (ammonia), O (water), O (water). Solvent: P(=O)(Cl)(Cl)Cl (phosphorous oxychloride), CO (methanol). Product: COC1=C(SC(=C1)SC)C=1NC=2C(=NC=CC2)N1 (2-(3-Methoxy-5-methylthio-2-thienyl)-1H-imidazo[4,5-b]pyridine). RXN SMILES: [CH3:1][O:2][C:3]1[CH:7]=[C:6]([S:8][CH3:9])[S:5][C:4]=1[C:10](O)=O.[NH2:13][C:14]1[C:19]([NH2:20])=[CH:18][CH:17]=[CH:16][N:15]=1.O.N>P(Cl)(Cl)(Cl)=O.CO>[CH3:1][O:2][C:3]1[CH:7]=[C:6]([S:8][CH3:9])[S:5][C:4]=1[C:10]1[NH:20][C:19]2[C:14]([N:13]=1)=[N:15][CH:16]=[CH:17][CH:18]=2. Procedure: 6.83 g (33.4 mmoles) of 3-methoxy-5-methylthio-2-thiophene carboxylic acid (formula (II): R=CH3, R2 =SCH3) are refluxed together with 3.65 g (33.4 mmoles) of 2,3-diaminopyridine (formula III): R1 =H) in 80 ml of phosphorous oxychloride for 3 hours. The reaction mixture obtained is then introduced in portions into about 1.5 l of cold water, stirred well, filtered over Hyflo, made alkaline with potassium carbonate and some ammonia, and extracted several times with methylene chloride. The combined ... As a reaction SMILES: [Br:25][c:26]1[cH:27][cH:28][c:29]([N:32]([CH2:33][CH2:34][NH:35][S:36](=[O:37])(=[O:38])[CH:39]([CH3:40])[CH3:41])[CH3:42])[cH:30][cH:31]1.[CH2:1]([CH3:2])[O:3][C:4](=[O:5])[c:6]1[n:7]([CH3:24])[c:8]([CH2:22][CH3:23])[c:9]([C:20]#[N:21])[c:10]1[B:11]1[O:12][C:13]([CH3:14])([CH3:15])[C:16]([CH3:17])([CH3:18])[O:19]1.[CH2:49]([Cl:50])[Cl:51].[Na+:43].[Na+:44].[O-:45][C:46](=[O:47])[O-:48]>>[CH2:1]([CH3:2])[O:3][C:4](=[O:5])[c:6]1[n:7]([CH3:24])[c:8]([CH2:22][CH3:23])[c:9]([C:20]#[N:21])[c:10]1-[c:26]1[cH:27][cH:28][c:29]([N:32]([CH2:33][CH2:34][NH:35][S:36](=[O:37])(=[O:38])[CH:39]([CH3:40])[CH3:41])[CH3:42])[cH:30][cH:31]1. The reactants are CC(C)S(=O)(=O)NCCN(C)c1ccc(Br)cc1, CCOC(=O)c1c(B2OC(C)(C)C(C)(C)O2)c(C#N)c(CC)n1C, ClCCl, [Na+], [Na+], O=C([O-])[O-]. Yields the product CCOC(=O)c1c(-c2ccc(N(C)CCNS(=O)(=O)C(C)C)cc2)c(C#N)c(CC)n1C.